This data is from the Open Reaction Database (ORD), a public repository of structured organic reaction records. The task is: describe an organic reaction: reactants, conditions, products, and yield The reactants are C(C)N1C2=CC=CC=C2C=2C=CC=CC12 (9-ethylcarbazole), CN(C=O)C (N,N-dimethylformamide), [Cu]C#N (copper(I) cyanide), [C-]#N.[K+] (potassium cyanide). Solvent: O (water). Conditions: time 1 hour. Product: C(#N)C1=CC=2N(C3=CC=CC=C3C2C=C1OC)CC (2-cyano-9-ethyl-3-methoxy carbazole). Reaction SMILES: [CH2:1]([N:3]1[C:15]2[CH:14]=[CH:13][CH:12]=[CH:11][C:10]=2[C:9]2[C:4]1=[CH:5][CH:6]=[CH:7][CH:8]=2)[CH3:2].[Cu][C:17]#[N:18].[C-]#N.[K+].CN(C)[CH:24]=[O:25]>O>[C:17]([C:6]1[C:7]([O:25][CH3:24])=[CH:8][C:9]2[C:10]3[C:15](=[CH:14][CH:13]=[CH:12][CH:11]=3)[N:3]([CH2:1][CH3:2])[C:4]=2[CH:5]=1)#[N:18] |f:2.3|. Procedure details: The 9-ethylcarbazole (13.0 g, 0.0428 mole) and copper(I) cyanide (4.60 g, 0.0513 mole) in 15 ml of N,N-dimethylformamide were boiled under reflux for 19 hours with powerful magnetic stirring. All dissolved within 40 min. When cooled to ≈60° the mixture was treated with a solution of 10.5 g of potassium cyanide in 35 ml of water, and stirred 1 hour. The solid was filtered, the lumps being broken up, washed on the Buchner with 250 ml of water, and dried to give 11.0 g of crude 2-cyano-9-ethyl-3-me... Starting materials: N1CCCC1 (pyrrolidine), C(C)(C)(C)OC(=O)N1[C@@H](CN(CC1)CC(=O)N1CCC2=CC=C(C=C12)C(=O)O)C (1-[2-((R)-4-tert-butoxycarbonyl-3-methyl-piperazin-1-yl)-acetyl]-2,3-dihydro-1H-indole-6-carboxylic acid). Product: C(C)(C)(C)OC(=O)N1[C@@H](CN(CC1)CC(N1CCC2=CC=C(C=C12)C(=O)N1CCCC1)=O)C ((R)-2-Methyl-4-{2-oxo-2-[6-(pyrrolidine-1-carbonyl)-2,3-dihydro-indol-1-yl]-ethyl}-piperazine-1-carboxylic acid tert-butyl ester). Reaction SMILES: [NH:1]1[CH2:5][CH2:4][CH2:3][CH2:2]1.[C:6]([O:10][C:11]([N:13]1[CH2:18][CH2:17][N:16]([CH2:19][C:20]([N:22]2[C:30]3[C:25](=[CH:26][CH:27]=[C:28]([C:31]([OH:33])=O)[CH:29]=3)[CH2:24][CH2:23]2)=[O:21])[CH2:15][C@H:14]1[CH3:34])=[O:12])([CH3:9])([CH3:8])[CH3:7]>>[C:6]([O:10][C:11]([N:13]1[CH2:18][CH2:17][N:16]([CH2:19][C:20](=[O:21])[N:22]2[C:30]3[C:25](=[CH:26][CH:27]=[C:28]([C:31]([N:1]4[CH2:5][CH2:4][CH2:3][CH2:2]4)=[O:33])[CH:29]=3)[CH2:24][CH2:23]2)[CH2:15][C@H:14]1[CH3:34])=[O:12])([CH3:7])([CH3:8])[CH3:9]. Reported procedure: Starting with pyrrolidine and 1-[2-((R)-4-tert-butoxycarbonyl-3-methyl-piperazin-1-yl)-acetyl]-2,3-dihydro-1H-indole-6-carboxylic acid, the title compound was prepared by using similar methods to those described in General Procedure 1. 1H NMR (Me-d3-OD): 8.31 (1H, s), 7.34 (1H, d), 7.22 (1H, dd), 4.32 (2H, t), 4.24 (1H, s), 3.83 (1H, d), 3.67-3.54 (2H, m), 3.54-3.41 (2H, m), 3.31-3.09 (5H, m), 2.93 (1H, d), 2.83 (1H, d), 2.41-2.23 (1H, m), 2.23-2.09 (1H, m), 2.02-1.98 (2H, m), 1.96-1.84 (2H, m),... Reactants: N1(CCOCC1)CC1=CC=C(C=C1)N (4-morpholin-4-ylmethyl-phenylamine), C1(=CCCCC1)B(O)O (1-cyclohexen-1-yl-boronic acid). The product is C1(=CCCCC1)C1=C(C=CC(=C1)CN1CCOCC1)N (2-Cyclohex-1-enyl-4-morpholin-4-ylmethyl-phenylamine). RXN SMILES: [N:1]1([CH2:7][C:8]2[CH:13]=[CH:12][C:11]([NH2:14])=[CH:10][CH:9]=2)[CH2:6][CH2:5][O:4][CH2:3][CH2:2]1.[C:15]1(B(O)O)[CH2:20][CH2:19][CH2:18][CH2:17][CH:16]=1>>[C:15]1([C:12]2[CH:13]=[C:8]([CH2:7][N:1]3[CH2:6][CH2:5][O:4][CH2:3][CH2:2]3)[CH:9]=[CH:10][C:11]=2[NH2:14])[CH2:20][CH2:19][CH2:18][CH2:17][CH:16]=1. Procedure details: This compound was prepared from 4-morpholin-4-ylmethyl-phenylamine by brominating according to the procedure in Example 33, step (b), followed by Suzuki coupling to 1-cyclohexen-1-yl-boronic acid according to the procedure in Example 1, step (e). Mass spectrum (ESI, m/z): Calcd. for C17H24N2O, 273.2 (M+H). found 272.7 The reactants are C(C)(=O)C1=CC2=CC=CC=C2C=C1 (2'-acetonaphthone), [Se](=O)=O (selenium dioxide), O1CCOCC1 (dioxane). Run in O (water). Yields the product OC(C(=O)C1=CC2=CC=CC=C2C=C1)O (2,2-Dihydroxy-2'-acetonaphthone). Reaction SMILES: C([C:4]1[CH:13]=[CH:12][C:11]2[C:6](=[CH:7][CH:8]=[CH:9][CH:10]=2)[CH:5]=1)(=O)C.[Se](=O)=[O:15].[O:17]1[CH2:22][CH2:21][O:20]CC1>O>[OH:15][CH:21]([OH:20])[C:22]([C:9]1[CH:8]=[CH:7][C:6]2[C:11](=[CH:12][CH:13]=[CH:4][CH:5]=2)[CH:10]=1)=[O:17]. Procedure details: A mixture of 45.1 g of 2'-acetonaphthone, 29.4 g of selenium dioxide, 350 ml of dioxane and 7.0 ml of water was stirred, heated carefully to reflux and maintained at reflux for 3 hours. The mixture was cooled, filtered through diatomaceous earth and the filtrate evaporated in vacuo. The residue was treated with 300 ml of water and the resulting white solid collected and recrystallized from aqueous acetone giving the desired product as white crystals, mp 103°-120° C.